This data is from the Open Reaction Database (ORD), a public repository of structured organic reaction records. The task is: describe an organic reaction: reactants, conditions, products, and yield Starting materials: Cl.Cl.Cl.C1(CC1)NC(=O)C1=CC=CC=2SC(=CC21)C2=NC(=NC=C2Cl)NCCCN2CCNCC2 (2-[5-chloro-2-(3-piperazin-1-ylpropylamino)-pyrimidin-4-yl]-benzo[b]thiophene-4-carboxylic acid cyclopropylamide tri-hydrochloride), C1(CC1)NC(=O)C1=CC=CC=2SC(=CC21)C2=NC(=NC=C2Cl)Cl (2-(2,5-dichloropyrimidin-4-yl)-benzo[b]thiophene-4-carboxylic acid cyclopropylamide), C(C)(C)(C)OC(=O)N1CC2CN(CC2C1)CCN (5-(2-aminoethyl)-hexahydropyrrolo[3,4-c]pyrrole-2-carboxylic acid tert-butyl ester). The product is Cl.Cl.Cl.C1(CC1)NC(=O)C1=CC=CC=2SC(=CC21)C2=NC(=NC=C2Cl)NCCN2CC1CNCC1C2 (2-{5-Chloro-2-[2-(hexahydropyrrolo[3,4-c]pyrrol-2-yl)-ethylamino]-pyrimidin-4-yl}-benzo[b]thiophene-4-carboxylic acid cyclopropylamide tri-hydrochloride). RXN SMILES: [ClH:1].Cl.Cl.[CH:4]1([NH:7][C:8]([C:10]2[C:18]3[CH:17]=[C:16]([C:19]4[C:24]([Cl:25])=[CH:23][N:22]=[C:21](NCCCN5CCNCC5)[N:20]=4)[S:15][C:14]=3[CH:13]=[CH:12][CH:11]=2)=[O:9])[CH2:6][CH2:5]1.C1(NC(C2C3C=C(C4C([Cl:57])=CN=C(Cl)N=4)SC=3C=CC=2)=O)CC1.C(OC([N:66]1[CH2:73][CH:72]2[CH:68]([CH2:69][N:70]([CH2:74][CH2:75][NH2:76])[CH2:71]2)[CH2:67]1)=O)(C)(C)C>>[ClH:25].[ClH:57].[ClH:1].[CH:4]1([NH:7][C:8]([C:10]2[C:18]3[CH:17]=[C:16]([C:19]4[C:24]([Cl:25])=[CH:23][N:22]=[C:21]([NH:76][CH2:75][CH2:74][N:70]5[CH2:71][CH:72]6[CH:68]([CH2:67][NH:66][CH2:73]6)[CH2:69]5)[N:20]=4)[S:15][C:14]=3[CH:13]=[CH:12][CH:11]=2)=[O:9])[CH2:6][CH2:5]1 |f:0.1.2.3,6.7.8.9|. Procedure: Using the synthetic method of 2-[5-chloro-2-(3-piperazin-1-ylpropylamino)-pyrimidin-4-yl]-benzo[b]thiophene-4-carboxylic acid cyclopropylamide tri-hydrochloride, the title compound is synthesized from 2-(2,5-dichloropyrimidin-4-yl)-benzo[b]thiophene-4-carboxylic acid cyclopropylamide and 5-(2-aminoethyl)-hexahydropyrrolo[3,4-c]pyrrole-2-carboxylic acid tert-butyl ester and isolated as a yellow solid. ES+(m/z) 483 (35Cl) and 485 (37Cl) [M+H]. The reactants are COC=1C(=C2C=CNC2=CC1)CN(C)C (1-(5-methoxy-1H-indol-4-yl)-N,N-dimethylmethanamine), COC=1C(=C2C=CNC2=CC1)CN(C)C (1-(5-methoxy-1H-indol-4-yl)-N,N-dimethylmethanamine), Cl.N1=CC(=CC=C1)S(=O)(=O)Cl (pyridine-3-sulfonyl chloride hydrochloride). Solvent: C(Cl)Cl (DCM). Yields the product COC=1C(=C2C=CN(C2=CC1)S(=O)(=O)C=1C=NC=CC1)CN(C)C (1-[5-Methoxy-1-(pyridin-3-ylsulfonyl)-1H-indol-4-yl]-N,N-dimethylmethanamine). Isolated yield 3.9%. As a reaction SMILES: [CH3:1][O:2][C:3]1[C:4]([CH2:12][N:13]([CH3:15])[CH3:14])=[C:5]2[C:9](=[CH:10][CH:11]=1)[NH:8][CH:7]=[CH:6]2.Cl.[N:17]1[CH:22]=[CH:21][CH:20]=[C:19]([S:23](Cl)(=[O:25])=[O:24])[CH:18]=1>C(Cl)Cl>[CH3:1][O:2][C:3]1[C:4]([CH2:12][N:13]([CH3:14])[CH3:15])=[C:5]2[C:9](=[CH:10][CH:11]=1)[N:8]([S:23]([C:19]1[CH:18]=[N:17][CH:22]=[CH:21][CH:20]=1)(=[O:25])=[O:24])[CH:7]=[CH:6]2 |f:1.2|. Reported procedure: To a solution of 1-(5-methoxy-1H-indol-4-yl)-N,N-dimethylmethanamine (30 mg, 0.15 mmol; Intermediate 97) and pyridine-3-sulfonyl chloride hydrochloride (43 mg, 0.20 mmol) in DCM (1 mL) 5 M NaOH (2 mL) was added. The reaction mixture was stirred at rt over night. The organic phase was collected and the solvent was removed under reduced pressure. Purification by preparative HPLC/UV (System B) afforded the title product (2 mg, 4%) as a white solid. MS (ESI+) for C17H19N3O3S m/z 346 (M+H)+. Reactants: NC1=NC(=CC=C1C(=O)C1=CC=C(C=C1)OC)Cl ((2-Amino-6-chloro-pyridin-3-yl)-(4-methoxy-phenyl)-methanone), FC(C(=O)O)(F)F.CS(=O)(=O)N1CCC(CC1)N (1-methanesulfonyl-piperidin-4-ylamine; compound with trifluoro-acetic acid). Product: NC1=NC(=CC=C1C(=O)C1=CC=C(C=C1)OC)NC1CCN(CC1)S(=O)(=O)C ([2-Amino-6-(1-methanesulfonyl-piperidin-4-ylamino)-pyridin-3-yl]-(4-methoxy-phenyl)-methanone). As a reaction SMILES: [NH2:1][C:2]1[C:7]([C:8]([C:10]2[CH:15]=[CH:14][C:13]([O:16][CH3:17])=[CH:12][CH:11]=2)=[O:9])=[CH:6][CH:5]=[C:4](Cl)[N:3]=1.FC(F)(F)C(O)=O.[CH3:26][S:27]([N:30]1[CH2:35][CH2:34][CH:33]([NH2:36])[CH2:32][CH2:31]1)(=[O:29])=[O:28]>>[NH2:1][C:2]1[C:7]([C:8]([C:10]2[CH:15]=[CH:14][C:13]([O:16][CH3:17])=[CH:12][CH:11]=2)=[O:9])=[CH:6][CH:5]=[C:4]([NH:36][CH:33]2[CH2:34][CH2:35][N:30]([S:27]([CH3:26])(=[O:29])=[O:28])[CH2:31][CH2:32]2)[N:3]=1 |f:1.2|. Procedure: The title compound was prepared from (2-Amino-6-chloro-pyridin-3-yl)-(4-methoxy-phenyl)-methanone (Example 35) and 1-methanesulfonyl-piperidin-4-ylamine (Step A, Example 6) using the procedure described in Step B. Example 6. HRMS, observed: 405.1595, calcd for (M+H)+: 405.1591. The reactants are O=C(CCC#Cc1cccc(OC(F)(F)F)c1)OCc1ccccc1, C1CCOC1, CO, [Li+], [OH-]. Yields the product O=C(O)CCC#Cc1cccc(OC(F)(F)F)c1. Reaction SMILES: [CH2:1]([c:2]1[cH:3][cH:4][cH:5][cH:6][cH:7]1)[O:8][C:9]([CH2:10][CH2:11][C:12]#[C:13][c:14]1[cH:15][c:16]([O:20][C:21]([F:22])([F:23])[F:24])[cH:17][cH:18][cH:19]1)=[O:25].[CH2:28]1[O:29][CH2:30][CH2:31][CH2:32]1.[CH3:33][OH:34].[Li+:27].[OH-:26]>>[O:8]=[C:9]([CH2:10][CH2:11][C:12]#[C:13][c:14]1[cH:15][c:16]([O:20][C:21]([F:22])([F:23])[F:24])[cH:17][cH:18][cH:19]1)[OH:25]. Reactants: C(CC)N(CCOC1=CC=C(C=C1)CCC(C(F)(F)F)(OC)OC)CCCCCCCCCCCC (N-Propyl-N-[2-[4-(4,4,4-trifluoro-3,3-dimethoxybut-1-yl)phenoxy]ethyl]dodecylamine), FC(C(=O)O)(F)F (trifluoroacetic acid), C(CCCCCCCCCCC)N(CCOC1=CC=C(C=C1)CCC(C(F)(F)F)=O)CCCC(=O)OCC (4-[N-dodecyl-N-[2-[4-(4,4,4-trifluoro-3-oxobut-1-yl)phenoxy]ethyl]amino]butanoic acid, ethyl ester). Product: C(CCCCCCCCCCC)N(CCC)CCOC1=CC=C(C=C1)CCC(C(F)(F)F)=O (4-[4-[2-(N-Dodecyl-N-propylamino]ethoxy]phenyl]-1,1,1-trifluoro-2-butanone). Yield: 61.8%. RXN SMILES: [CH2:1]([N:4]([CH2:25][CH2:26][CH2:27][CH2:28][CH2:29][CH2:30][CH2:31][CH2:32][CH2:33][CH2:34][CH2:35][CH3:36])[CH2:5][CH2:6][O:7][C:8]1[CH:13]=[CH:12][C:11]([CH2:14][CH2:15][C:16](OC)([O:21]C)[C:17]([F:20])([F:19])[F:18])=[CH:10][CH:9]=1)[CH2:2][CH3:3].FC(F)(F)C(O)=O.C(N(CCCC(OCC)=O)CCOC1C=CC(CCC(=O)C(F)(F)F)=CC=1)CCCCCCCCCCC>>[CH2:25]([N:4]([CH2:5][CH2:6][O:7][C:8]1[CH:9]=[CH:10][C:11]([CH2:14][CH2:15][C:16](=[O:21])[C:17]([F:19])([F:20])[F:18])=[CH:12][CH:13]=1)[CH2:1][CH2:2][CH3:3])[CH2:26][CH2:27][CH2:28][CH2:29][CH2:30][CH2:31][CH2:32][CH2:33][CH2:34][CH2:35][CH3:36]. Reported procedure: N-Propyl-N-[2-[4-(4,4,4-trifluoro-3,3-dimethoxybut-1-yl)phenoxy]ethyl]dodecylamine (300 mg, 0.58 mmol) was treated with trifluoroacetic acid as described in the preparation of 4-[N-dodecyl-N-[2-[4-(4,4,4-trifluoro-3-oxobut-1-yl)phenoxy]ethyl]amino]butanoic acid, ethyl ester and afforded the title compound (169 mg, 62%) as a pale yellow oil. Reactants: N12CCCCCC2=NCCC1 (1,8-Diazabicyclo[5.4.0]undec-7-ene), C(C)(C)(C)OC(=O)N1C(=CC=2C=NC=CC21)CN2C(CN(CC2)CC#CC=2C=NC=CC2NC(=O)OC(C)(C)C)=O (2-{4-[3-(4-tert-butoxycarbonylamino-pyridin-3-yl)-prop-2-ynyl]-2-oxo-piperazin-1-ylmethyl}-pyrrolo[3,2-c]pyridine-1-carboxylic acid tert-butyl ester). Run in CC#N (CH3CN). Run at temperature 50 celsius, time 4 hour. The product is C(C)(C)(C)OC(=O)N1C(=CC=2C=NC=CC21)CN2C(CN(CC2)CC2=CC=1C=NC=CC1N2C(=O)OC(C)(C)C)=O (2-[4-(1-tert-Butoxycarbonyl-1H-pyrrolo[3,2-c]pyridin-2-ylmethyl)-2-oxo-piperazin-1-ylmethyl]-pyrrolo[3,2-c]pyridine-1-carboxylic acid tert-butyl ester). The yield is 108.3%. As a reaction SMILES: N12CCCN=C1CCCCC2.[C:12]([O:16][C:17]([N:19]1[C:27]2[CH:26]=[CH:25][N:24]=[CH:23][C:22]=2[CH:21]=[C:20]1[CH2:28][N:29]1[CH2:34][CH2:33][N:32]([CH2:35][C:36]#[C:37][C:38]2[CH:39]=[N:40][CH:41]=[CH:42][C:43]=2[NH:44][C:45]([O:47][C:48]([CH3:51])([CH3:50])[CH3:49])=[O:46])[CH2:31][C:30]1=[O:52])=[O:18])([CH3:15])([CH3:14])[CH3:13]>CC#N>[C:12]([O:16][C:17]([N:19]1[C:27]2[CH:26]=[CH:25][N:24]=[CH:23][C:22]=2[CH:21]=[C:20]1[CH2:28][N:29]1[CH2:34][CH2:33][N:32]([CH2:35][C:36]2[N:44]([C:45]([O:47][C:48]([CH3:51])([CH3:50])[CH3:49])=[O:46])[C:43]3[CH:42]=[CH:41][N:40]=[CH:39][C:38]=3[CH:37]=2)[CH2:31][C:30]1=[O:52])=[O:18])([CH3:15])([CH3:14])[CH3:13]. Reported procedure: 1,8-Diazabicyclo[5.4.0]undec-7-ene (42 mg, 0.27 mmol) is added to a suspension containing 2-{4-[3-(4-tert-butoxycarbonylamino-pyridin-3-yl)-prop-2-ynyl]-2-oxo-piperazin-1-ylmethyl}-pyrrolo[3,2-c]pyridine-1-carboxylic acid tert-butyl ester (77 mg, 0.14 mmol) in anhydrous CH3CN (10 mL) and the mixture is warmed to 50° C. After 4 h, the reaction mixture is concentrated to dryness and the residue is partitioned between CH2Cl2 (50 mL) and water (50 mL) and the layers are separated. The aqueous layer ... Reactants: CCOCC (ether), BrCC(=O)C1=CC=C(C=C1)CCC(=O)OC (methyl 3-(4-bromoacetylphenyl)propionate), N1=CC=C(C=C1)N1CCNCC1 (1-(4-pyridyl)piperazine). Solvent: C(C)#N (acetonitrile), C(C)#N (acetonitrile). Conditions: time 8 hour. Yields the product N1=CC=C(C=C1)N1CCN(CC1)CC(=O)C1=CC=C(C=C1)CCC(=O)OC (Methyl 3-[4-[2-[4-(4-pyridyl)piperazin-1-yl]acetyl]phenyl]propionate). RXN SMILES: Br[CH2:2][C:3]([C:5]1[CH:10]=[CH:9][C:8]([CH2:11][CH2:12][C:13]([O:15][CH3:16])=[O:14])=[CH:7][CH:6]=1)=[O:4].[N:17]1[CH:22]=[CH:21][C:20]([N:23]2[CH2:28][CH2:27][NH:26][CH2:25][CH2:24]2)=[CH:19][CH:18]=1.CCOCC>C(#N)C>[N:17]1[CH:22]=[CH:21][C:20]([N:23]2[CH2:24][CH2:25][N:26]([CH2:2][C:3]([C:5]3[CH:10]=[CH:9][C:8]([CH2:11][CH2:12][C:13]([O:15][CH3:16])=[O:14])=[CH:7][CH:6]=3)=[O:4])[CH2:27][CH2:28]2)=[CH:19][CH:18]=1. Procedure: A solution of methyl 3-(4-bromoacetylphenyl)propionate (380 mg) in acetonitrile (4 ml) was added dropwise over 15 minutes to a stirred solution of 1-(4-pyridyl)piperazine (450 mg) in acetonitrile (10 ml) and the mixture stirred overnight. The mixture was then filtered and the filtrate concentrated in vacuo to give an oil. Purification by flash chromatography on silica eluting first with dichloromethane then 5% v/v methanol/dichloromethane gave a solid. Trituration with ether gave the title compo... The reactants are CCO, COc1ccc(-c2c(OC(C)C)c(=O)c2=O)cc1, NCCc1cccc(C(F)(F)F)c1. Yields the product COc1ccc(-c2c(NCCc3cccc(C(F)(F)F)c3)c(=O)c2=O)cc1. RXN SMILES: [CH3:32][CH2:33][OH:34].[CH:1]([O:2][c:5]1[c:6](=[O:18])[c:7](=[O:17])[c:8]1-[c:9]1[cH:10][cH:11][c:12]([O:15][CH3:16])[cH:13][cH:14]1)([CH3:3])[CH3:4].[F:19][C:20]([c:21]1[cH:22][c:23]([CH2:24][CH2:25][NH2:26])[cH:27][cH:28][cH:29]1)([F:30])[F:31]>>[c:5]1([NH:26][CH2:25][CH2:24][c:23]2[cH:22][c:21]([C:20]([F:19])([F:30])[F:31])[cH:29][cH:28][cH:27]2)[c:6](=[O:18])[c:7](=[O:17])[c:8]1-[c:9]1[cH:10][cH:11][c:12]([O:15][CH3:16])[cH:13][cH:14]1. Reactants: C(C)(=O)NC1=NC=CC(=C1)C1=C(C(=C(S1)C(=O)N)CC1=CC=C(C=C1)Cl)C#N (5-[2-(acetylamino)pyridin-4-yl]-3-(4-chlorobenzyl)-4-cyanothiophene-2-carboxamide), COC(N(C)C)OC (1,1-dimethoxy-N,N-dimethylmethanamine), NN (Hydrazine). Run in C1(=CC=CC=C1)C (toluene). Run at temperature 100 celsius, time 90 minute. Product: ClC1=CC=C(CC=2C(=C(SC2C2=NN=CN2)C2=CC(=NC=C2)NC(C)=O)C#N)C=C1 (N-{4-[4-(4-chlorobenzyl)-3-cyano-5-(4H-1,2,4-triazol-3-yl)-2-thienyl]pyridin-2-yl}acetamide). Isolated yield 50.4%. Reaction SMILES: [C:1]([NH:4][C:5]1[CH:10]=[C:9]([C:11]2[S:15][C:14]([C:16]([NH2:18])=O)=[C:13]([CH2:19][C:20]3[CH:25]=[CH:24][C:23]([Cl:26])=[CH:22][CH:21]=3)[C:12]=2[C:27]#[N:28])[CH:8]=[CH:7][N:6]=1)(=[O:3])[CH3:2].COC(OC)[N:32]([CH3:34])C.[NH2:37]N>C1(C)C=CC=CC=1>[Cl:26][C:23]1[CH:22]=[CH:21][C:20]([CH2:19][C:13]2[C:12]([C:27]#[N:28])=[C:11]([C:9]3[CH:8]=[CH:7][N:6]=[C:5]([NH:4][C:1](=[O:3])[CH3:2])[CH:10]=3)[S:15][C:14]=2[C:16]2[NH:18][CH:34]=[N:32][N:37]=2)=[CH:25][CH:24]=1. Procedure: To a solution of 5-[2-(acetylamino)pyridin-4-yl]-3-(4-chlorobenzyl)-4-cyanothiophene-2-carboxamide (0.030 g, 0.073 mmol) in toluene (0.75 mL) was added 1,1-dimethoxy-N,N-dimethylmethanamine (0.0970 mL, 0.730 mmol), and the mixture was stirred at 100° C. for 90 minutes. The mixture was concentrated and the residue was dissolved in acetic acid (0.75 mL). Hydrazine (0.0114 mL, 0.365 mmol) was added and the mixture was stirred at 100° C. for 1 hour. The mixture was concentrated and the residue was t... Starting materials: BrCC(=O)NC1=C(C=C(C=C1)I)C(C1=C(C=CC=C1)Cl)=O (2-bromo-N-[2-(2-chlorobenzoyl)-4-iodophenyl]acetamide), material, liquid, N (ammonia), C(=O)=O (dry-ice). Run in C(Cl)Cl (methylene chloride). Product: ClC1=C(C=CC=C1)C1=NCC(NC2=C1C=C(C=C2)I)=O (5-(2-chlorophenyl)-1,3-dihydro-7-iodo-2H-1,4-benzodiazepin-2-one). Yield: 89.0%. Reaction SMILES: [NH3:1].C(=O)=O.Br[CH2:6][C:7]([NH:9][C:10]1[CH:15]=[CH:14][C:13]([I:16])=[CH:12][C:11]=1[C:17](=O)[C:18]1[CH:23]=[CH:22][CH:21]=[CH:20][C:19]=1[Cl:24])=[O:8]>C(Cl)Cl>[Cl:24][C:19]1[CH:20]=[CH:21][CH:22]=[CH:23][C:18]=1[C:17]1[C:11]2[CH:12]=[C:13]([I:16])[CH:14]=[CH:15][C:10]=2[NH:9][C:7](=[O:8])[CH2:6][N:1]=1. Procedure: Bromoacetyl bromide, 15 ml, was added to a solution of 52 g (0.145 mol) of (2-amino-5-iodophenyl)(2-chlorophenyl) methanone in 300 ml of methylene chloride cooled to 0° C. A 10% aqueous solution of sodium carbonate, 150 ml, was added slowly with stirring and the two phase system was stirred in the cold for 30 minutes. The organic layer was separated, washed with water and dried over sodium sulfate. The solution was filtered and evaporated. Crystallization of the residue from methylene chloride/e...